The task is: describe an organic reaction: reactants, conditions, products, and yield. This data is from the Open Reaction Database (ORD), a public repository of structured organic reaction records. Starting materials: [Li]CCCC (n-BuLi), CN(C)C=O (DMF), BrC1=C(SC=C1)CC (3-bromo-2-ethylthiophene), A7. Product: C(C)C=1SC=CC1C=O (2-ethylthiophene-3-carboxaldehyde). Run at temperature -78 celsius, time 5 minute. Reaction SMILES: Br[C:2]1[CH:6]=[CH:5][S:4][C:3]=1[CH2:7][CH3:8].[Li]CCCC.CN([CH:17]=[O:18])C>C(OCC)C>[CH2:7]([C:3]1[S:4][CH:5]=[CH:6][C:2]=1[CH:17]=[O:18])[CH3:8]. The yield is 25.0%. Solvent: hexanes, C(C)OCC (diethyl ether). Reported procedure: A solution of 3-bromo-2-ethylthiophene, A7, (8.9 g, 0.0465 mol) in 50 mL of diethyl ether was cooled to -78° C., and a solution of n-BuLi (29.0 mL, 1.6M) in hexanes was added dropwise. When the addition was complete, the reaction was stirred at -78° C. for 5 min. Then DMF (5.1 g, 0.070 mol) was cannulated into the reaction mixture which was allowed to warm to ambient temperature and was stirred overnight. The reaction was quenched with water and extracted twice with diethyl ether. The organic ex... Starting materials: CC([C@@H](C(N1[C@@H](CCC1)C=1NC(=CN1)C1=CC=C(C=C1)B1OC(C(O1)(C)C)(C)C)=O)NC(OC)=O)C (Methyl (S)-3-methyl-1-oxo-1-((S)-2-(5-(4-(4,4,5,5-tetramethyl-1,3,2-dioxaborolan-2-yl)phenyl)-1H-imidazol-2-yl)pyrrolidin-1-yl)butan-2-ylcarbamate), C(=O)([O-])[O-].[K+].[K+] (K2CO3), C(C)(C)(C)OC(=O)N1[C@@H]2CC[C@H]([C@H]1C1=NC3=C(N1)C1=CC=C(C=C1C=C3)Br)C2 ((1R,3S,4S)-tert-butyl-3-(7-bromo-1H-naphtho[1,2-d]imidazol-2-yl)-2-azabicyclo[2.2.1]heptane-2-carboxylate). Reagents/catalysts: C=1C=CC(=CC1)[P](C=2C=CC=CC2)(C=3C=CC=CC3)[Pd]([P](C=4C=CC=CC4)(C=5C=CC=CC5)C=6C=CC=CC6)([P](C=7C=CC=CC7)(C=8C=CC=CC8)C=9C=CC=CC9)[P](C=1C=CC=CC1)(C=1C=CC=CC1)C=1C=CC=CC1 (Pd(PPh3)4). Run in COCCOC (DME). Conditions: temperature 85 celsius. The product is C(C)(C)(C)OC(=O)N1[C@@H]2CC[C@H]([C@H]1C1=NC3=C(N1)C1=CC=C(C=C1C=C3)C3=CC=C(C=C3)C3=CN=C(N3)[C@H]3N(CCC3)C([C@H](C(C)C)NC(=O)OC)=O)C2 ((1R,3S,4S)-tert-butyl-3-(7-(4-(2-((S)-1-((S)-2-(methoxycarbonylamino)-3-methylbutanoyl)pyrrolidin-2-yl)-1H-imidazol-5-yl)phenyl)-1H-naphtho[1,2-d]imidazol-2-yl)-2-azabicyclo[2.2.1]heptane-2-carboxylate). Isolated yield 39.9%. As a reaction SMILES: [CH3:1][CH:2]([CH3:36])[C@H:3]([NH:31][C:32](=[O:35])[O:33][CH3:34])[C:4](=[O:30])[N:5]1[CH2:9][CH2:8][CH2:7][C@H:6]1[C:10]1[NH:11][C:12]([C:15]2[CH:20]=[CH:19][C:18](B3OC(C)(C)C(C)(C)O3)=[CH:17][CH:16]=2)=[CH:13][N:14]=1.[C:37]([O:41][C:42]([N:44]1[C@H:49]([C:50]2[NH:54][C:53]3[C:55]4[C:60]([CH:61]=[CH:62][C:52]=3[N:51]=2)=[CH:59][C:58](Br)=[CH:57][CH:56]=4)[C@@H:48]2[CH2:64][C@H:45]1[CH2:46][CH2:47]2)=[O:43])([CH3:40])([CH3:39])[CH3:38].C([O-])([O-])=O.[K+].[K+]>COCCOC.C1C=CC([P]([Pd]([P](C2C=CC=CC=2)(C2C=CC=CC=2)C2C=CC=CC=2)([P](C2C=CC=CC=2)(C2C=CC=CC=2)C2C=CC=CC=2)[P](C2C=CC=CC=2)(C2C=CC=CC=2)C2C=CC=CC=2)(C2C=CC=CC=2)C2C=CC=CC=2)=CC=1>[C:37]([O:41][C:42]([N:44]1[C@H:49]([C:50]2[NH:54][C:53]3[C:55]4[C:60]([CH:61]=[CH:62][C:52]=3[N:51]=2)=[CH:59][C:58]([C:18]2[CH:19]=[CH:20][C:15]([C:12]3[NH:11][C:10]([C@@H:6]5[CH2:7][CH2:8][CH2:9][N:5]5[C:4](=[O:30])[C@@H:3]([NH:31][C:32]([O:33][CH3:34])=[O:35])[CH:2]([CH3:36])[CH3:1])=[N:14][CH:13]=3)=[CH:16][CH:17]=2)=[CH:57][CH:56]=4)[C@@H:48]2[CH2:64][C@H:45]1[CH2:46][CH2:47]2)=[O:43])([CH3:40])([CH3:39])[CH3:38] |f:2.3.4,^1:80,82,101,120|. Procedure details: Methyl (S)-3-methyl-1-oxo-1-((S)-2-(5-(4-(4,4,5,5-tetramethyl-1,3,2-dioxaborolan-2-yl)phenyl)-1H-imidazol-2-yl)pyrrolidin-1-yl)butan-2-ylcarbamate (526 mg, 1.06 mmol) and (1R,3S,4S)-tert-butyl-3-(7-bromo-1H-naphtho[1,2-d]imidazol-2-yl)-2-azabicyclo[2.2.1]heptane-2-carboxylate (427 mg, 0.96 mmol) were combined in DME (10 mL). Pd(PPh3)4 (111 mg, 0.096 mmol) and K2CO3 (2M H2O, 1.6 mL, 3.17 mmol) were added, and the solution was degassed with N2 for 10 min. The solution was heated to 85° C. and stir...